Dataset: the Open Reaction Database (ORD), a public repository of structured organic reaction records. Task: describe an organic reaction: reactants, conditions, products, and yield Reactants: C[C@@H]1[C@H]2[C@@H]([C@H]3[C@@H](C(=O)C(=C([C@]3(C(=O)C2=C(C4=C1C=CC=C4O)O)O)O)C(=O)N)N(C)C)O.O (doxycyclin monohydrate), sucrose-octa-O-sulphonic acid, doxycyclin sucrose octa sulphate. Run in Cl (HCl). Reaction conditions: temperature 25 celsius, time 60 minute. Product: C[C@H]1C=2C=CC=C(C2C(=O)C3=C([C@]4([C@@H]([C@H]([C@H]13)O)[C@@H](C(=C(C4=O)C(=O)N)O)N(C)C)O)O)O (Doxycyclin). RXN SMILES: [CH3:1][C@H:2]1[C:17]2[CH:18]=[CH:19][CH:20]=[C:21]([OH:22])[C:16]=2[C:15]([OH:23])=[C:14]2[C@@H:3]1[C@H:4]([OH:32])[C@@H:5]1[C@:11]([OH:24])([C:12]2=[O:13])[C:10]([OH:25])=[C:9]([C:26]([NH2:28])=[O:27])[C:7](=[O:8])[C@H:6]1[N:29]([CH3:31])[CH3:30].O>Cl>[CH3:1][C@@H:2]1[C@@H:3]2[C:14](=[C:12]([OH:13])[C@:11]3([OH:24])[C:10](=[O:25])[C:9]([C:26]([NH2:28])=[O:27])=[C:7]([OH:8])[C@@H:6]([N:29]([CH3:30])[CH3:31])[C@@H:5]3[C@H:4]2[OH:32])[C:15](=[O:23])[C:16]2[C:21]([OH:22])=[CH:20][CH:19]=[CH:18][C:17]1=2 |f:0.1|. Procedure: 18.5 g (40 mmol) doxycyclin monohydrate is dissolved in 400 ml 0.1 M HCl and by titration with 100 ml 0.05 M (5 mmol) sucrose-octa-O-sulphonic acid, precipitation of doxycyclin sucrose octa sulphate takes place. The reaction mixture is stirred for about 60 min at 25° C., filtered, washed with 3×50 ml water (by dispersion and refiltration) and vacuum dried at about 1 Torr/25° C./sicapent®/20 h. Isolated yield 96.1%. Yields the product CN(C(=O)C=1NC2=CC=CC(=C2C1)C(=O)NC1=C(C=C(C(=O)N(C2=C(C=C(C=C2)C)OCCCCCC(=O)N2CCN(CC2)C)C)C=C1)OC)C (4-[(2-dimethylaminocarbonylindol-4-yl)-carbonyl]amino-3-methoxy-N-methyl-N-[4-methyl-2-[5-(4-methylpiperazin-1-yl)carbonylpent-1-yloxy]phenyl]benzamide). Procedure: To a mixture of 4-[(2-carboxyindol-4-yl)-carbonyl]amino-3-methoxy-N-methyl-N-[4-methyl-2-[5-(4-methylpiperazin-1-yl)carbonylpent-1-yloxy]phenyl]benzamide (60 mg), N,N-dimethylamine hydrochloride (7.7 mg) and 1-hydroxybenzotriazole (14.5 mg) in N,N-dimethylformamide (3.0 ml) was added a solution of 1-(3-dimethylaminopropyl)-3-ethylcarbodiimide hydrochloride (20.6 mg) in N,N-dimethylformamide (1.0 ml) and the mixture was stirred at ambient temperature for 4 hours. The resulting mixture was diluted... RXN SMILES: C(C1[NH:5][C:6]2[C:11](C=1)=[C:10]([C:13]([NH:15][C:16]1[CH:47]=[CH:46][C:19]([C:20]([N:22]([CH3:45])[C:23]3[CH:28]=[CH:27][C:26]([CH3:29])=[CH:25][C:24]=3[O:30][CH2:31][CH2:32][CH2:33][CH2:34][CH2:35][C:36]([N:38]3[CH2:43][CH2:42][N:41]([CH3:44])[CH2:40][CH2:39]3)=[O:37])=[O:21])=[CH:18][C:17]=1[O:48][CH3:49])=[O:14])[CH:9]=[CH:8][CH:7]=2)(O)=O.Cl.CNC.[OH:54]N1C2C=CC=CC=2N=N1.Cl.[CH3:65][N:66]([CH3:75])[CH2:67][CH2:68][CH2:69]N=C=NCC>CN(C)C=O.C(OCC)(=O)C>[CH3:75][N:66]([CH3:65])[C:67]([C:68]1[NH:5][C:6]2[C:11]([CH:69]=1)=[C:10]([C:13]([NH:15][C:16]1[CH:47]=[CH:46][C:19]([C:20]([N:22]([CH3:45])[C:23]3[CH:28]=[CH:27][C:26]([CH3:29])=[CH:25][C:24]=3[O:30][CH2:31][CH2:32][CH2:33][CH2:34][CH2:35][C:36]([N:38]3[CH2:39][CH2:40][N:41]([CH3:44])[CH2:42][CH2:43]3)=[O:37])=[O:21])=[CH:18][C:17]=1[O:48][CH3:49])=[O:14])[CH:9]=[CH:8][CH:7]=2)=[O:54] |f:1.2,4.5|. Solvent: CN(C=O)C (N,N-dimethylformamide), CN(C=O)C (N,N-dimethylformamide), C(C)(=O)OCC (ethyl acetate). Reaction conditions: time 4 hour. Starting materials: Cl.CN(CCCN=C=NCC)C (1-(3-dimethylaminopropyl)-3-ethylcarbodiimide hydrochloride), C(=O)(O)C=1NC2=CC=CC(=C2C1)C(=O)NC1=C(C=C(C(=O)N(C2=C(C=C(C=C2)C)OCCCCCC(=O)N2CCN(CC2)C)C)C=C1)OC (4-[(2-carboxyindol-4-yl)-carbonyl]amino-3-methoxy-N-methyl-N-[4-methyl-2-[5-(4-methylpiperazin-1-yl)carbonylpent-1-yloxy]phenyl]benzamide), Cl.CNC (N,N-dimethylamine hydrochloride), ON1N=NC2=C1C=CC=C2 (1-hydroxybenzotriazole).